This data is from the Open Reaction Database (ORD), a public repository of structured organic reaction records. The task is: describe an organic reaction: reactants, conditions, products, and yield Reactants: CC(C(C1=CC=CC=C1)O)N(C)C (N-Methylephedrine), IC1=C(C(=O)O)C=CC=C1 (o-iodobenzoic acid). Run in CS(=O)C (DMSO), C(=O)(O)[O-].[Na+] (NaHCO3). Product: CN(C(C(=O)C1=CC=CC=C1)C)C (2-dimethylamino-1-phenyl-propan-1-one). Isolated yield 93.0%. As a reaction SMILES: [CH3:1][CH:2]([N:11]([CH3:13])[CH3:12])[CH:3]([OH:10])[C:4]1[CH:9]=[CH:8][CH:7]=[CH:6][CH:5]=1.IC1C=CC=CC=1C(O)=O>CS(C)=O.C([O-])(O)=O.[Na+]>[CH3:12][N:11]([CH3:13])[CH:2]([CH3:1])[C:3]([C:4]1[CH:9]=[CH:8][CH:7]=[CH:6][CH:5]=1)=[O:10] |f:3.4|. Reported procedure: N-Methylephedrine (500 mg, 2.79 mmol) was added to a solution of o-iodobenzoic acid I (7.8 g; 27.9 mmol) in DMSO (55 ml). After 48 hours the solution was diluted with NaHCO3 (2.5%, 30 ml) and extracted with ethyl acetate (3×10 ml). The combined organic layers were washed with water (2×5 ml), dried over sodium sulfate and evaporated to dryness under vacuum. The residue was purified by distillation to give 460 mg (92%) of 2-dimethylamino-1-phenyl-propan-1-one (boiling at 113°-117° C./12 mm). Starting materials: C1COCCN1, Cc1ccc(-c2cc(C#N)c(Cl)nc2-c2ccccc2)cc1, CN(C)C=O. The product is Cc1ccc(-c2cc(C#N)c(N3CCOCC3)nc2-c2ccccc2)cc1. Reaction SMILES: [CH2:23]1[CH2:24][O:25][CH2:26][CH2:27][NH:28]1.[Cl:1][c:2]1[c:3]([C:4]#[N:5])[cH:6][c:7](-[c:16]2[cH:17][cH:18][c:19]([CH3:22])[cH:20][cH:21]2)[c:8](-[c:10]2[cH:11][cH:12][cH:13][cH:14][cH:15]2)[n:9]1.[O:29]=[CH:30][N:31]([CH3:32])[CH3:33]>>[c:2]1([N:28]2[CH2:23][CH2:24][O:25][CH2:26][CH2:27]2)[c:3]([C:4]#[N:5])[cH:6][c:7](-[c:16]2[cH:17][cH:18][c:19]([CH3:22])[cH:20][cH:21]2)[c:8](-[c:10]2[cH:11][cH:12][cH:13][cH:14][cH:15]2)[n:9]1.